From a dataset of the Open Reaction Database (ORD), a public repository of structured organic reaction records. describe an organic reaction: reactants, conditions, products, and yield The reactants are C(C)(C)(C)OC(=O)N1CC(C12CN(CC2)CC2=CC=CC=C2)C (6-benzyl-3-methyl-1,6-diazaspiro[3.4]octane-1-carboxylic acid tert-butyl ester). Reagents/catalysts: [C+4].[OH-].[Pd+2].[OH-].[OH-].[OH-].[OH-].[OH-] (palladium hydroxide carbon). Run in O1CCCC1.CO (tetrahydrofuran methanol). Run at time 24 hour. The product is C(C)(C)(C)OC(=O)N1CC(C12CNCC2)C (3-methyl-1,6-diazaspiro[3.4]octane-1-carboxylic acid tert-butyl ester). Yield: 102.1%. Reaction SMILES: [C:1]([O:5][C:6]([N:8]1[C:11]2([CH2:15][CH2:14][N:13](CC3C=CC=CC=3)[CH2:12]2)[CH:10]([CH3:23])[CH2:9]1)=[O:7])([CH3:4])([CH3:3])[CH3:2]>O1CCCC1.CO.[C+4].[OH-].[Pd+2].[OH-].[OH-].[OH-].[OH-].[OH-]>[C:1]([O:5][C:6]([N:8]1[C:11]2([CH2:15][CH2:14][NH:13][CH2:12]2)[CH:10]([CH3:23])[CH2:9]1)=[O:7])([CH3:4])([CH3:2])[CH3:3] |f:1.2,3.4.5.6.7.8.9.10|. Procedure details: To a solution of an optically-active compound of 6-benzyl-3-methyl-1,6-diazaspiro[3.4]octane-1-carboxylic acid tert-butyl ester (10.0 g) in tetrahydrofuran/methanol (50 ml/50 ml) was added 20% palladium hydroxide carbon (2.0 g), and the mixture was hydrogenated under 4 atmospheres for 24 hours. The mixture was filtered through Celite, and the filtrate was concentrated under reduced pressure to give the titled compound (7.3 g). Run in COCCOC (1,2-dimethoxyethane). The reactants are C(C1=CC=CC=C1)N1C(=NC=C1Br)C (1-benzyl-2-methyl-5-bromo-1H-imidazole), FC1=C(C=CC(=C1)F)B(O)O (2,4-difluorophenyl boronic acid), C([O-])([O-])=O.[Na+].[Na+] (sodium carbonate), CO (methanol). Reagents/catalysts: CC(=O)[O-].CC(=O)[O-].C1=CC=C(C=C1)P(C2=CC=CC=C2)C3=CC=CC=C3.C1=CC=C(C=C1)P(C2=CC=CC=C2)C3=CC=CC=C3.[Pd+2] (bis(acetato)bis(triphenylphosphine)palladium(II)). Procedure: Heat a mixture of 1-benzyl-2-methyl-5-bromo-1H-imidazole (4.71 g, 18.7 mmol), 2,4-difluorophenyl boronic acid (6.92 g, 43.8 mmol), bis(acetato)bis(triphenylphosphine)palladium(II) (1.4 g, 1.875 mmol), 2M sodium carbonate (19 mL, 38 mmol), methanol (19 mL) and 1,2-dimethoxyethane (120 mL) to reflux for 18 hours. Cool to room temperature. Add water and ethyl acetate and separate layers. Dry organic layer over magnesium sulfate, filter, and concentrate under reduced pressure. Subject residue to sil... Product: C(C1=CC=CC=C1)N1C(=NC=C1C1=C(C=C(C=C1)F)F)C (1-Benzyl-2-methyl-5-(2,4-difluorophenyl)-1H-imidazole). Isolated yield 67.4%. As a reaction SMILES: [CH2:1]([N:8]1[C:12](Br)=[CH:11][N:10]=[C:9]1[CH3:14])[C:2]1[CH:7]=[CH:6][CH:5]=[CH:4][CH:3]=1.[F:15][C:16]1[CH:21]=[C:20]([F:22])[CH:19]=[CH:18][C:17]=1B(O)O.C(=O)([O-])[O-].[Na+].[Na+].CO>CC([O-])=O.CC([O-])=O.C1C=CC(P(C2C=CC=CC=2)C2C=CC=CC=2)=CC=1.C1C=CC(P(C2C=CC=CC=2)C2C=CC=CC=2)=CC=1.[Pd+2].COCCOC>[CH2:1]([N:8]1[C:12]([C:19]2[CH:18]=[CH:17][C:16]([F:15])=[CH:21][C:20]=2[F:22])=[CH:11][N:10]=[C:9]1[CH3:14])[C:2]1[CH:7]=[CH:6][CH:5]=[CH:4][CH:3]=1 |f:2.3.4,6.7.8.9.10|. Starting materials: COC(=O)c1ccccc1-c1ccc(CBr)cc1, CCCCc1n[nH]c(CCCC)n1, CN(C)C=O, CO, [H-], [H][H], [Na+]. Product: CCCCc1nc(CCCC)n(Cc2ccc(-c3ccccc3C(=O)OC)cc2)n1. RXN SMILES: [Br:18][CH2:19][c:20]1[cH:21][cH:22][c:23](-[c:26]2[c:27]([C:32](=[O:33])[O:34][CH3:35])[cH:28][cH:29][cH:30][cH:31]2)[cH:24][cH:25]1.[CH2:1]([CH2:2][CH2:3][CH3:4])[c:5]1[n:6][nH:7][c:8]([CH2:10][CH2:11][CH2:12][CH3:13])[n:9]1.[CH3:36][N:37]([CH3:38])[CH:39]=[O:40].[CH3:41][OH:42].[H-:14].[H:16][H:17].[Na+:15]>>[CH2:1]([CH2:2][CH2:3][CH3:4])[c:5]1[n:6][n:7]([CH2:19][c:20]2[cH:21][cH:22][c:23](-[c:26]3[c:27]([C:32](=[O:33])[O:34][CH3:35])[cH:28][cH:29][cH:30][cH:31]3)[cH:24][cH:25]2)[c:8]([CH2:10][CH2:11][CH2:12][CH3:13])[n:9]1. Starting materials: CI, CCCC1CCC(C(=O)OC)C1, C1CCOC1. Product: CCCC1CCC(C)(C(=O)OC)C1. Reaction SMILES: [CH3:13][I:14].[CH3:1][O:2][C:3](=[O:4])[CH:5]1[CH2:6][CH:7]([CH2:10][CH2:11][CH3:12])[CH2:8][CH2:9]1.[O:15]1[CH2:16][CH2:17][CH2:18][CH2:19]1>>[CH3:1][O:2][C:3](=[O:4])[C:5]1([CH3:13])[CH2:6][CH:7]([CH2:10][CH2:11][CH3:12])[CH2:8][CH2:9]1. Procedure details: (3S)-4-{2-Chloro-6-[1-methyl-1-(methylsulfonyl)ethyl]pyrimidin-4-yl}-3-methylmorpholine (2.2 g, 6.59 mmol) was dissolved in a solution of 18% DMF in a mixture of 7:3:2 dimethoxyethane:water:ethanol (18 mL). [4-(4,4,5,5-Tetramethyl-1,3,2-dioxaborolan-2-yl)phenyl]amine (2.17 g, 9.89 mmol), 2M sodium carbonate solution (8 mL) and dichlorobis(triphenylphosphine) palladium catalyst (232 mg, 0.33 mmol) were then added and the reaction refluxed at 90° C. for 2 hours under a nitrogen atmosphere. The rea... The yield is 139.9%. The product is CC(C)(S(=O)(=O)C)C1=NC(=NC(=C1)N1[C@H](COCC1)C)C1=CC=C(C=C1)N ((4-{4-[1-Methyl-1-(methylsulfonyl)ethyl]-6-[(3S)-3-methylmorpholin-4-yl]pyrimidin-2-yl}phenyl)amine). The reagents and catalysts are dichlorobis(triphenylphosphine) palladium. Solvent: CN(C)C=O (DMF), C(OC)COC (dimethoxyethane), C(C)O (ethanol). Conditions: temperature 90 celsius. RXN SMILES: Cl[C:2]1[N:7]=[C:6]([N:8]2[CH2:13][CH2:12][O:11][CH2:10][C@@H:9]2[CH3:14])[CH:5]=[C:4]([C:15]([CH3:21])([S:17]([CH3:20])(=[O:19])=[O:18])[CH3:16])[N:3]=1.O.CC1(C)C(C)(C)OB([C:31]2[CH:36]=[CH:35][C:34]([NH2:37])=[CH:33][CH:32]=2)O1.C(=O)([O-])[O-].[Na+].[Na+]>CN(C=O)C.C(COC)OC.C(O)C>[CH3:16][C:15]([C:4]1[CH:5]=[C:6]([N:8]2[CH2:13][CH2:12][O:11][CH2:10][C@@H:9]2[CH3:14])[N:7]=[C:2]([C:31]2[CH:36]=[CH:35][C:34]([NH2:37])=[CH:33][CH:32]=2)[N:3]=1)([S:17]([CH3:20])(=[O:19])=[O:18])[CH3:21] |f:3.4.5|. Reactants: ClC1=NC(=CC(=N1)N1[C@H](COCC1)C)C(C)(S(=O)(=O)C)C ((3S)-4-{2-Chloro-6-[1-methyl-1-(methylsulfonyl)ethyl]pyrimidin-4-yl}-3-methylmorpholine), CC1(OB(OC1(C)C)C1=CC=C(C=C1)N)C ([4-(4,4,5,5-Tetramethyl-1,3,2-dioxaborolan-2-yl)phenyl]amine), C([O-])([O-])=O.[Na+].[Na+] (sodium carbonate), O (water). Reactants: CC=1N=C(SC1)C(=O)OC (methyl 4-methyl-2-thiazole carboxylate), O.NN (hydrazine hydrate). Solvent: CO (methanol). Conditions: time 1.5 hour. Yields the product CC=1N=C(SC1)C(=O)NN (4-Methyl-2-thiazole hydrazide). As a reaction SMILES: [CH3:1][C:2]1[N:3]=[C:4]([C:7]([O:9]C)=O)[S:5][CH:6]=1.O.[NH2:12][NH2:13]>CO>[CH3:1][C:2]1[N:3]=[C:4]([C:7]([NH:12][NH2:13])=[O:9])[S:5][CH:6]=1 |f:1.2|. Procedure details: To a solution of methyl 4-methyl-2-thiazole carboxylate (step a, 2.1 g) in methanol (20 ml) was added hydrazine hydrate (3.2 ml) dropwise over 30 mins. The reaction mixture was stirred for 1.5 hours and the precipitate filtered off to yield the title compound as a white solid (1.6 g). 1H NMR (250 MHz, DMSO) δ 2.64 (3H, s), 4.82 (2H, bs), 7.79 (1H, s), 10.25 (1H, bs). The reactants are CC(=O)Nc1ccc([N+](=O)[O-])cc1C, CC(=O)Nc1c(C)cccc1[N+](=O)[O-]. The product is Cc1cccc([N+](=O)[O-])c1N. RXN SMILES: [C:15]([NH:16][c:17]1[cH:18][cH:19][c:20]([N+:21]([O-:22])=[O:23])[cH:24][c:25]1[CH3:26])(=[O:27])[CH3:28].[C:1](=[O:2])([CH3:3])[NH:4][c:5]1[c:6]([CH3:14])[cH:7][cH:8][cH:9][c:10]1[N+:11](=[O:12])[O-:13]>>[NH2:4][c:5]1[c:6]([CH3:14])[cH:7][cH:8][cH:9][c:10]1[N+:11](=[O:12])[O-:13]. Starting materials: CCC(O)(CC)c1ccc(Br)cc1, Cc1ccccc1O, O=C(O)C(F)(F)F. Yields the product CCC(CC)(c1ccc(Br)cc1)c1ccc(O)c(C)c1. Reaction SMILES: [Br:9][c:10]1[cH:11][cH:12][c:13]([C:16]([CH2:17][CH3:18])([CH2:19][CH3:20])[OH:21])[cH:14][cH:15]1.[CH3:1][c:2]1[cH:3][cH:4][cH:5][cH:6][c:7]1[OH:8].[OH:22][C:23]([C:24]([F:25])([F:26])[F:27])=[O:28]>>[CH3:1][c:2]1[cH:3][c:4]([C:16]([c:13]2[cH:12][cH:11][c:10]([Br:9])[cH:15][cH:14]2)([CH2:17][CH3:18])[CH2:19][CH3:20])[cH:5][cH:6][c:7]1[OH:8].